This data is from the Open Reaction Database (ORD), a public repository of structured organic reaction records. The task is: describe an organic reaction: reactants, conditions, products, and yield Product: ClC1=C2C=CN=NC2=C(C(=C1)[C@@H](C)O)C1=CC(=CC=C1)F ((1R)-1-[5-Chloro-8-(3-fluorophenyl)cinnolin-7-yl]ethanol). The solvent is ClC1=C(C=CC=C1)Cl (1,2-dichlorobenzene). Reaction conditions: temperature 154.5 celsius, time 85 minute. Reported procedure: A solution of (1R)-1-(4-chloro-5-ethynyl-3′-fluoro-6-[(E)-pyrrolidin-1-yldiazenyl]biphenyl-2-yl}ethanol (20 g, 54 mmol, ˜70% pure by HPLC) [CAUTION: this material was shown to exhibit a large energy release in its solid state during DSC analysis. Care should be taken in heating up this material in solution as an mild exotherm was observed in the initial heating of this reaction] in 1,2-dichlorobenzene (500 mL) was degassed with nitrogen for 10-15 minutes. The reaction mixture was heated in an oi... Starting materials: ClC1=CC(=C(C(=C1C#C)\N=N\N1CCCC1)C1=CC(=CC=C1)F)[C@@H](C)O ((1R)-1-(4-chloro-5-ethynyl-3′-fluoro-6-[(E)-pyrrolidin-1-yldiazenyl]biphenyl-2-yl}ethanol). Reaction SMILES: [Cl:1][C:2]1[C:7]([C:8]#[CH:9])=[C:6](/[N:10]=[N:11]/N2CCCC2)[C:5]([C:17]2[CH:22]=[CH:21][CH:20]=[C:19]([F:23])[CH:18]=2)=[C:4]([C@H:24]([OH:26])[CH3:25])[CH:3]=1>ClC1C=CC=CC=1Cl>[Cl:1][C:2]1[CH:3]=[C:4]([C@H:24]([OH:26])[CH3:25])[C:5]([C:17]2[CH:22]=[CH:21][CH:20]=[C:19]([F:23])[CH:18]=2)=[C:6]2[C:7]=1[CH:8]=[CH:9][N:11]=[N:10]2. Reactants: O1C(OCC1)C1=C(C=NC(=C1)OC)O (4-(1,3-dioxolan-2-yl)-6-methoxypyridin-3-ol), Cl.BrC1=NC=CC=C1CCl (2-bromo-3-(chloromethyl)pyridine hydrochloride), C(=O)([O-])[O-].[K+].[K+] (K2CO3). Run in CN(C)C=O (DMF). Reaction conditions: temperature 70 celsius. Yields the product BrC1=NC=CC=C1COC=1C(=CC(=NC1)OC)C1OCCO1 (5-((2-bromopyridin-3-yl)methoxy)-4-(1,3-dioxolan-2-yl)-2-methoxypyridine). Isolated yield 66.8%. RXN SMILES: [O:1]1[CH2:5][CH2:4][O:3][CH:2]1[C:6]1[CH:11]=[C:10]([O:12][CH3:13])[N:9]=[CH:8][C:7]=1[OH:14].Cl.[Br:16][C:17]1[C:22]([CH2:23]Cl)=[CH:21][CH:20]=[CH:19][N:18]=1.C([O-])([O-])=O.[K+].[K+]>CN(C=O)C>[Br:16][C:17]1[C:22]([CH2:23][O:14][C:7]2[C:6]([CH:2]3[O:3][CH2:4][CH2:5][O:1]3)=[CH:11][C:10]([O:12][CH3:13])=[N:9][CH:8]=2)=[CH:21][CH:20]=[CH:19][N:18]=1 |f:1.2,3.4.5|. Procedure details: A mixture of 4-(1,3-dioxolan-2-yl)-6-methoxypyridin-3-ol (980 mg, 4.97 mmol, 1 eq.), 2-bromo-3-(chloromethyl)pyridine hydrochloride (1.2 g, 4.93 mmol, 1 eq.) and K2CO3 (2.7 g, 19.88 mmol, 4 eq.) in DMF (10.0 mL) was heated at 70° C. for 2 h. The mixture was cooled, filtered, concentrated, and purified on silica gel using a mixture of EtOAc and hexanes as eluent to give 5-((2-bromopyridin-3-yl)methoxy)-4-(1,3-dioxolan-2-yl)-2-methoxypyridine (1.21 g, 66%) as a white solid. 1H NMR (400 MHz, CDCl3)...